From a dataset of the Open Reaction Database (ORD), a public repository of structured organic reaction records. describe an organic reaction: reactants, conditions, products, and yield Starting materials: O=N[O-], CSCCC(N)C(=O)O, [Na+], O, O=S(=O)(O)O. Yields the product CSCCC(O)C(=O)O. Reaction SMILES: [N:10](=[O:11])[O-:12].[NH2:1][CH:2]([CH2:3][CH2:4][S:5][CH3:6])[C:7](=[O:8])[OH:9].[Na+:13].[OH2:19].[S:14](=[O:15])(=[O:16])([OH:17])[OH:18]>>[CH:2]([CH2:3][CH2:4][S:5][CH3:6])([C:7](=[O:8])[OH:9])[OH:11]. The reactants are COc1cc2ncc([N+](=O)[O-])c(Oc3ccc4c(C(=O)O)cccc4c3)c2cc1OC, CO, [Na+], [OH-]. The product is COc1cc2ncc(N)c(Oc3ccc4c(C(=O)O)cccc4c3)c2cc1OC. RXN SMILES: [CH3:1][O:2][c:3]1[cH:4][c:5]2[c:6]([O:18][c:19]3[cH:20][c:21]4[cH:22][cH:23][cH:24][c:25]([C:29](=[O:30])[OH:31])[c:26]4[cH:27][cH:28]3)[c:7]([N+:15]([O-:16])=[O:17])[cH:8][n:9][c:10]2[cH:11][c:12]1[O:13][CH3:14].[CH3:34][OH:35].[Na+:33].[OH-:32]>>[CH3:1][O:2][c:3]1[cH:4][c:5]2[c:6]([O:18][c:19]3[cH:20][c:21]4[cH:22][cH:23][cH:24][c:25]([C:29](=[O:30])[OH:31])[c:26]4[cH:27][cH:28]3)[c:7]([NH2:15])[cH:8][n:9][c:10]2[cH:11][c:12]1[O:13][CH3:14]. The reactants are CCOC(=O)C(=O)CCC1CCCCC1, CC(C)(C)OC(=O)CN1C(=O)C(N)COc2ccccc21. The product is CCOC(=O)C(CCC1CCCCC1)NC1COc2ccccc2N(CC(=O)OC(C)(C)C)C1=O. Reaction SMILES: [CH:22]1([CH2:28][CH2:29][C:30]([C:31](=[O:32])[O:33][CH2:34][CH3:35])=[O:36])[CH2:23][CH2:24][CH2:25][CH2:26][CH2:27]1.[NH2:1][CH:2]1[CH2:3][O:4][c:5]2[c:6]([cH:18][cH:19][cH:20][cH:21]2)[N:7]([CH2:10][C:11](=[O:12])[O:13][C:14]([CH3:15])([CH3:16])[CH3:17])[C:8]1=[O:9]>>[NH:1]([CH:2]1[CH2:3][O:4][c:5]2[c:6]([cH:18][cH:19][cH:20][cH:21]2)[N:7]([CH2:10][C:11](=[O:12])[O:13][C:14]([CH3:15])([CH3:16])[CH3:17])[C:8]1=[O:9])[CH:30]([CH2:29][CH2:28][CH:22]1[CH2:23][CH2:24][CH2:25][CH2:26][CH2:27]1)[C:31](=[O:32])[O:33][CH2:34][CH3:35]. Reactants: O (Water), FC(F)(F)C1=CC(=C(C=O)C=C1)F (4-(1,1,1-trifluoromethyl)-2-fluoro-benzaldehyde), C([O-])([O-])=O.[K+].[K+] (potassium carbonate), C(#N)C=1C=C(C=CC1)O (3-cyanophenol). Run in CN(C)C=O (DMF). Run at temperature 110 celsius. The product is C(=O)C1=C(OC=2C=C(C#N)C=CC2)C=C(C=C1)C(F)(F)F (3-[2-Formyl-5-(trifluoromethyl)phenoxy]benzonitrile). Reaction SMILES: [F:1][C:2]([C:5]1[CH:12]=[CH:11][C:8]([CH:9]=[O:10])=[C:7](F)[CH:6]=1)([F:4])[F:3].C(=O)([O-])[O-].[K+].[K+].[C:20]([C:22]1[CH:23]=[C:24]([OH:28])[CH:25]=[CH:26][CH:27]=1)#[N:21].O>CN(C=O)C>[CH:9]([C:8]1[CH:11]=[CH:12][C:5]([C:2]([F:4])([F:3])[F:1])=[CH:6][C:7]=1[O:28][C:24]1[CH:23]=[C:22]([CH:27]=[CH:26][CH:25]=1)[C:20]#[N:21])=[O:10] |f:1.2.3|. Procedure details: A mixture of 4-(1,1,1-trifluoromethyl)-2-fluoro-benzaldehyde (2.5 g), potassium carbonate (1.79 g) and 3-cyanophenol (1.54 g) in DMF (20 ml) was heated at 110° C. for 2 h then cooled. Water (200 ml) was added and the mixture extracted with ethyl acetate, dried and evaporated under reduced pressure. The residue was purified by chromatography on silica eluting with isohexane/diethylether 2:1 to give a colourless oil, yield 2.0 g. The reactants are F[B-](F)(F)F, CC(C)(C)c1ccc(CNCCc2ccccc2F)cc1, CCN(C(C)C)C(C)C, CN(C)C=O, O, CN(C)C(On1nnc2ccccc21)=[N+](C)C, O=C(O)c1cccc2cc[nH]c12. Product: CC(C)(C)c1ccc(CN(CCc2ccccc2F)C(=O)c2cccc3cc[nH]c23)cc1. RXN SMILES: [B-:13]([F:14])([F:15])([F:16])[F:17].[C:44]([CH3:45])([CH3:46])([CH3:47])[c:48]1[cH:49][cH:50][c:51]([CH2:52][NH:53][CH2:54][CH2:55][c:56]2[c:57]([F:62])[cH:58][cH:59][cH:60][cH:61]2)[cH:63][cH:64]1.[CH:35]([N:36]([CH2:37][CH3:38])[CH:39]([CH3:40])[CH3:41])([CH3:42])[CH3:43].[O:65]=[CH:66][N:67]([CH3:68])[CH3:69].[OH2:70].[n:18]1([O:19][C:20]([N:21]([CH3:22])[CH3:23])=[N+:24]([CH3:25])[CH3:26])[c:27]2[cH:28][cH:29][cH:30][cH:31][c:32]2[n:33][n:34]1.[nH:1]1[cH:2][cH:3][c:4]2[cH:5][cH:6][cH:7][c:8]([C:10](=[O:11])[OH:12])[c:9]12>>[nH:1]1[cH:2][cH:3][c:4]2[cH:5][cH:6][cH:7][c:8]([C:10](=[O:12])[N:53]([CH2:52][c:51]3[cH:50][cH:49][c:48]([C:44]([CH3:45])([CH3:46])[CH3:47])[cH:64][cH:63]3)[CH2:54][CH2:55][c:56]3[c:57]([F:62])[cH:58][cH:59][cH:60][cH:61]3)[c:9]12. Starting materials: CC(=O)C1=CC=C(C=C1)[N+](=O)[O-] (4-nitroacetophenone), C1(=CC=C(C=C1)S(=O)(=O)O)C (p-toluenesulfonic acid), C(CCO)O (1,3-propanediol). The solvent is C1(=CC=CC=C1)C (toluene). The product is [N+](=O)([O-])C1=CC=C(C=C1)C1(OCCCO1)C (2-(4-nitrophenyl)-2-methyl-1,3-dioxane). RXN SMILES: [CH3:1][C:2]([C:4]1[CH:9]=[CH:8][C:7]([N+:10]([O-:12])=[O:11])=[CH:6][CH:5]=1)=[O:3].C1(C)C=CC(S(O)(=O)=O)=CC=1.[CH2:24](O)[CH2:25][CH2:26][OH:27]>C1(C)C=CC=CC=1>[N+:10]([C:7]1[CH:6]=[CH:5][C:4]([C:2]2([CH3:1])[O:27][CH2:26][CH2:25][CH2:24][O:3]2)=[CH:9][CH:8]=1)([O-:12])=[O:11]. Procedure: A mixture of 4-nitroacetophenone (1.65 g, 10.0 mmol), p-toluenesulfonic acid (172 mg, 1.00 mmol) and 1,3-propanediol (2.3 mL, 30 mmol) in dry toluene (20 mL) was heated at reflux with a Dean-Stark apparatus under nitrogen for 24 h. The mixture was allowed to cool to room temperature and the solvent was evaporated in vacuo. The residue was taken up in ether (20 mL) and the solution was washed with saturated sodium bicarbonate solution (2×10 mL) and brine (1×10 mL), then dried (Na2SO4) and concent... Reactants: COC1=C(C=C(C=C1)N1[C@@H]2CO[C@H](C1)C2)N (2-methoxy-5-{(1S,4S)-(2-oxa-5-aza-bicyclo[2.2.1]hept-5-yl)}-phenylamine), C(C1=CC=CC=C1)(=O)N=C=S (benzoyl isothiocyanate). The solvent is CC(=O)C (acetone). Conditions: time 1 hour. Product: C(C1=CC=CC=C1)(=O)NC(=S)NC1=C(C=CC(=C1)N1[C@@H]2CO[C@H](C1)C2)OC (1-benzoyl-3-[2-methoxy-5-{(1S,4S)-(2-oxa-5-aza-bicyclo[2.2.1]hept-5-yl)}-phenyl]-thiourea). Isolated yield 99.7%. As a reaction SMILES: [CH3:1][O:2][C:3]1[CH:8]=[CH:7][C:6]([N:9]2[CH2:14][C@@H:13]3[CH2:15][C@H:10]2[CH2:11][O:12]3)=[CH:5][C:4]=1[NH2:16].[C:17]([N:25]=[C:26]=[S:27])(=[O:24])[C:18]1[CH:23]=[CH:22][CH:21]=[CH:20][CH:19]=1>CC(C)=O>[C:17]([NH:25][C:26]([NH:16][C:4]1[CH:5]=[C:6]([N:9]2[CH2:14][C@@H:13]3[CH2:15][C@H:10]2[CH2:11][O:12]3)[CH:7]=[CH:8][C:3]=1[O:2][CH3:1])=[S:27])(=[O:24])[C:18]1[CH:23]=[CH:22][CH:21]=[CH:20][CH:19]=1. Reported procedure: To a stirred solution of 4.20 g (19.1 mmol) 2-methoxy-5-{(1S,4S)-(2-oxa-5-aza-bicyclo[2.2.1]hept-5-yl)}-phenylamine in 200 ml acetone was added dropwise 2.88 ml (21.0 mmol) benzoyl isothiocyanate and stirring continued for 1 h at room temperature. The mixture was then concentrated in vacuo to afford 7.30 g (100%) 1-benzoyl-3-[2-methoxy-5-{(1S,4S)-(2-oxa-5-aza-bicyclo[2.2.1]hept-5-yl)}-phenyl]-thiourea as a yellow solid. ES-MS m/e (%): 406 (M+Na+, 13), 384 (M+H+, 100). Starting materials: C(C1=CN=CC=C1)(=O)O (nicotinic acid), Cl.NCC(=O)OC (methyl glycinate hydrochloride), C1(CCCCC1)N=C=NC1CCCCC1 (dicyclohexylcarbodiimide), C1(=CC=C(C=C1)S(=O)(=O)O)C (p-toluenesulfonic acid). The solvent is N1=CC=CC=C1 (pyridine), O (water). Run at time 8 hour. The product is COC(=O)CNC(C1=CN=CC=C1)=O (N-Methoxycarbonylmethyl-nicotinamide). RXN SMILES: [C:1]([OH:9])(=O)[C:2]1[CH:7]=[CH:6][CH:5]=[N:4][CH:3]=1.Cl.[NH2:11][CH2:12][C:13]([O:15][CH3:16])=[O:14].C1(N=C=NC2CCCCC2)CCCCC1.C1(C)C=CC(S(O)(=O)=O)=CC=1>N1C=CC=CC=1.O>[CH3:16][O:15][C:13]([CH2:12][NH:11][C:1](=[O:9])[C:2]1[CH:7]=[CH:6][CH:5]=[N:4][CH:3]=1)=[O:14] |f:1.2|. Procedure details: A mixture of 50.0 g (0.400 mol) of nicotinic acid, 50.0 g (0.400 mol) of methyl glycinate hydrochloride, 90 g (0.440 mol) of dicyclohexylcarbodiimide, and 2 g of p-toluenesulfonic acid in 500 ml of dry pyridine was stirred overnight at room temperature. Filtration and evaporation in vacuo gave a heavy oil which was dissolved in 500 ml of water. After basification with ammonia the aqueous solution was extracted with 3×300 ml of dichloromethane. The organic phase was dried over magnesium sulphate,... Starting materials: C1=CC=CC=2C3C4=CC=CC=C4C(C12)(C3)CN3CCC(CC3)=O (1-(9,10-dihydro-9,10-methanoanthracen-9-ylmethyl)-4-piperidinone), BrC=1C=C(C=CC1)OC (3-bromoanisole). Yields the product hydrochloride salt, C1=CC=CC=2C3C4=CC=CC=C4C(C12)(C3)CN3CCC(CC3)(O)C3=CC(=CC=C3)OC (1-(9,10-Dihydro-9,10-methanoanthracen-9-ylmethyl)-4-(3-methoxyphenyl)piperidin-4-ol). Isolated yield 59.0%. Reaction SMILES: [CH:1]1[C:14]2[C:13]3([CH2:16][N:17]4[CH2:22][CH2:21][C:20](=[O:23])[CH2:19][CH2:18]4)[CH2:15][CH:6]([C:7]4[C:12]3=[CH:11][CH:10]=[CH:9][CH:8]=4)[C:5]=2[CH:4]=[CH:3][CH:2]=1.Br[C:25]1[CH:26]=[C:27]([O:31][CH3:32])[CH:28]=[CH:29][CH:30]=1>>[CH:11]1[C:12]2[C:13]3([CH2:16][N:17]4[CH2:22][CH2:21][C:20]([C:25]5[CH:30]=[CH:29][CH:28]=[C:27]([O:31][CH3:32])[CH:26]=5)([OH:23])[CH2:19][CH2:18]4)[CH2:15][CH:6]([C:5]4[C:14]3=[CH:1][CH:2]=[CH:3][CH:4]=4)[C:7]=2[CH:8]=[CH:9][CH:10]=1. Procedure details: Using a procedure similar to that described in example 1 except starting with 1-(9,10-dihydro-9,10-methanoanthracen-9-ylmethyl)-4-piperidinone (described in example 5d) and employing 3-bromoanisole, the hydrochloride salt of the title compound was formed in 59% yield as a white solid, mp 260-261 C. elemental Analysis for C28H29 NO2.HCl.0.4H2O: Calculated: C, 73.88; H, 6.82; N, 3.08 Found: C, 73.87; H, 6.70; N, 3.14